This data is from the Open Reaction Database (ORD), a public repository of structured organic reaction records. The task is: describe an organic reaction: reactants, conditions, products, and yield Reactants: CC(=O)O, COc1ccc2c(c1)C(C)(C)CC2, CC(=O)O, O=[Cr](=O)=O, O. The product is COc1ccc2c(c1)C(C)(C)CC2=O. As a reaction SMILES: [CH3:18][C:19](=[O:20])[OH:21].[CH3:1][O:2][c:3]1[cH:4][cH:5][c:6]2[c:10]([cH:11]1)[C:9]([CH3:12])([CH3:13])[CH2:8][CH2:7]2.[CH3:22][C:23](=[O:24])[OH:25].[O:14]=[Cr:15](=[O:16])=[O:17].[OH2:26]>>[CH3:1][O:2][c:3]1[cH:4][cH:5][c:6]2[c:10]([cH:11]1)[C:9]([CH3:12])([CH3:13])[CH2:8][C:7]2=[O:14]. The reactants are C(=O)C1=CC2=C(N(C=N2)C2=CC(=CC=C2)C2=NC=NC=C2)C=C1 (5-Formyl-1-(3-(4-pyrimidyl)phenyl)benzimidazole), NO.Cl (NH2OH.HCl). Yields the product C(C1=CC2=C(N(C=N2)C2=CC(=CC=C2)C2=NC=NC=C2)C=C1)=NO (5-Formyl-1-(3-(4-pyrimidyl)phenyl)benzimidazole oxime). Isolated yield 76.1%. As a reaction SMILES: [CH:1]([C:3]1[CH:23]=[CH:22][C:6]2[N:7]([C:10]3[CH:15]=[CH:14][CH:13]=[C:12]([C:16]4[CH:21]=[CH:20][N:19]=[CH:18][N:17]=4)[CH:11]=3)[CH:8]=[N:9][C:5]=2[CH:4]=1)=O.[NH2:24][OH:25].Cl>>[CH:1](=[N:24][OH:25])[C:3]1[CH:23]=[CH:22][C:6]2[N:7]([C:10]3[CH:15]=[CH:14][CH:13]=[C:12]([C:16]4[CH:21]=[CH:20][N:19]=[CH:18][N:17]=4)[CH:11]=3)[CH:8]=[N:9][C:5]=2[CH:4]=1 |f:1.2|. Procedure details: was synthesized as described in Example 22 using (62) (150 mg, 0.50 mmol) instead of (55) and NH2OH.HCl (100 mg, 1.5 mmol). The reaction gave (63) (120 mg, 76%).Mp. 220-221° C. Reactants: Ethyl 2-deoxy-2-phthalamido-3,4,6-tri-O-acetyl-β-D-glucopyranosyide, C1(C=2C(C(N1[C@H]1[C@H](OCC)O[C@@H]([C@H]([C@@H]1OC(C)=O)OC(C)=O)COC(C)=O)=O)=CC=CC2)=O (Ethyl 2-deoxy-2-phthalimido-3,4,6-tri-O-acetyl-β-D-glucopyranoside), [Na] (sodium). Solvent: CO (methanol). Run at time 24 hour. Yields the product C1(C=2C(C(N1[C@H]1[C@H](OCC)O[C@@H]([C@H]([C@@H]1O)O)CO)=O)=CC=CC2)=O (Ethyl 2-deoxy-2-phthalimido-β-D-glucopyranoside). Reaction SMILES: [C:1]1(=[O:33])[N:5]([C@@H:6]2[C@@H:14]([O:15]C(=O)C)[C@H:13]([O:19]C(=O)C)[C@@H:12]([CH2:23][O:24]C(=O)C)[O:11][C@H:7]2[O:8][CH2:9][CH3:10])[C:4](=[O:28])[C:3]2=[CH:29][CH:30]=[CH:31][CH:32]=[C:2]12.[Na]>CO>[C:4]1(=[O:28])[N:5]([C@@H:6]2[C@@H:14]([OH:15])[C@H:13]([OH:19])[C@@H:12]([CH2:23][OH:24])[O:11][C@H:7]2[O:8][CH2:9][CH3:10])[C:1](=[O:33])[C:2]2=[CH:32][CH:31]=[CH:30][CH:29]=[C:3]12 |^1:33|. Procedure details: Ethyl 2-deoxy-2-phthalamido-3,4,6-tri-O-acetyl-β-D-glucopyranosyide (compound 13) from example 17 was taken up in 100 mL of dry methanol and treated with 100 mg of sodium metal. The solution was stirred at room temperature for 24 hours and then neutralized with Amberlite [R-120(H+)] resin, filtered, and evaporated to dryness in vacuo. This compound was used in the preparation of compound 15 and compound 66.